From a dataset of the Open Reaction Database (ORD), a public repository of structured organic reaction records. describe an organic reaction: reactants, conditions, products, and yield Starting materials: CO, O=C(NCc1cccc([N+](=O)[O-])c1)Nc1ccc(Cl)c(C(F)(F)F)c1. Product: Nc1cccc(CNC(=O)Nc2ccc(Cl)c(C(F)(F)F)c2)c1. As a reaction SMILES: [CH3:26][OH:27].[Cl:1][c:2]1[c:3]([C:22]([F:23])([F:24])[F:25])[cH:4][c:5]([NH:8][C:9](=[O:10])[NH:11][CH2:12][c:13]2[cH:14][c:15]([N+:19]([O-:20])=[O:21])[cH:16][cH:17][cH:18]2)[cH:6][cH:7]1>>[Cl:1][c:2]1[c:3]([C:22]([F:23])([F:24])[F:25])[cH:4][c:5]([NH:8][C:9](=[O:10])[NH:11][CH2:12][c:13]2[cH:14][c:15]([NH2:19])[cH:16][cH:17][cH:18]2)[cH:6][cH:7]1. Reactants: [N+](=O)([O-])C1=C(C(=C(C(=C1[N+](=O)[O-])[N+](=O)[O-])[N+](=O)[O-])[N+](=O)[O-])[N+](=O)[O-] (hexanitrobenzene), [N-]=[N+]=[N-].[Na+] (sodium azide). Reaction SMILES: [N+:1]([C:4]1[C:9]([N+:10]([O-])=O)=[C:8]([N+:13]([O-:15])=[O:14])[C:7]([N+:16]([O-:18])=[O:17])=[C:6]([N+:19]([O-:21])=[O:20])[C:5]=1[N+:22]([O-:24])=[O:23])([O-:3])=[O:2].[N-:25]=[N+:26]=[N-].[Na+]>C1C=CC=CC=1>[N+:1]([C:4]1[C:9]([N:10]=[N+:25]=[N-:26])=[C:8]([N+:13]([O-:15])=[O:14])[C:7]([N+:16]([O-:18])=[O:17])=[C:6]([N+:19]([O-:21])=[O:20])[C:5]=1[N+:22]([O-:24])=[O:23])([O-:3])=[O:2] |f:1.2|. Product: [N+](=O)([O-])C1=C(C(=C(C(=C1N=[N+]=[N-])[N+](=O)[O-])[N+](=O)[O-])[N+](=O)[O-])[N+](=O)[O-] (pentanitrophenyl azide). Solvent: C1=CC=CC=C1 (benzene). Procedure: The reaction is conducted by stirring a benzene solution of hexanitrobenzene with a slight excess of sodium azide (aqueous solution) at 25° C. After separating and drying the benzene solution, the solvent is removed leaving pure pentanitrophenyl azide. Recrystallization from carbon tetrachloride gives either long, flat yellow prisms (α-form) or chunky, orange-yellow rosettes (β-form) of pentanitrophenyl azide.